Dataset: the Open Reaction Database (ORD), a public repository of structured organic reaction records. Task: describe an organic reaction: reactants, conditions, products, and yield The reactants are COC(C(C)NC1=NC2=C(C(=NC1)C1=C(C=CC=C1)Cl)C=C(C=C2)Cl)OC (2-[[7-chloro-5-(o-chlorophenyl)-3H-1,4-benzodiazepin-2-yl]amino]propionaldehyde dimethyl acetal). Reagents/catalysts: [Ti](Cl)(Cl)(Cl)Cl (titanium tetrachloride). The solvent is C(OC)COC (monoglyme). The product is ClC=1C=CC2=C(C(=NCC=3N2C=C(N3)C)C3=C(C=CC=C3)Cl)C1 (8-chloro-2-methyl-6-(o-chlorophenyl)-4H-imidazo[1,2-a][1,4]-benzodiazepine). RXN SMILES: CO[CH:3](OC)[CH:4]([NH:6][C:7]1[CH2:13][N:12]=[C:11]([C:14]2[CH:19]=[CH:18][CH:17]=[CH:16][C:15]=2[Cl:20])[C:10]2[CH:21]=[C:22]([Cl:25])[CH:23]=[CH:24][C:9]=2[N:8]=1)[CH3:5]>[Ti](Cl)(Cl)(Cl)Cl.C(COC)OC>[Cl:25][C:22]1[CH:23]=[CH:24][C:9]2[N:8]3[CH:3]=[C:4]([CH3:5])[N:6]=[C:7]3[CH2:13][N:12]=[C:11]([C:14]3[CH:19]=[CH:18][CH:17]=[CH:16][C:15]=3[Cl:20])[C:10]=2[CH:21]=1. Procedure: A sample of 2-[[7-chloro-5-(o-chlorophenyl)-3H-1,4-benzodiazepin-2-yl]amino]propionaldehyde dimethyl acetal (2.03 g., 5.00 mmol), dissolved in 60 ml. of monoglyme, is treated with 0.75 ml. (1.30 g., 6.85 mmol) of (reagent-grade) titanium tetrachloride. A vigorous reaction takes place and a brown solid precipitates in the reaction flask. The mixture is refluxed under nitrogen for 4 hours. The reaction mixture is cooled to room temperature, poured into 250 ml. of cold 5% aqueous sodium hydroxide a... The reactants are C(C=C)OC1=C(C(=S)NC2=CC=C(C=C2)CN2CCOCC2)C=C(C(=C1)OCC=C)CC#CC (2,4-bis-allyloxy-5-(but-2-ynyl)-N-[4-(morpholin-4-ylmethyl)-phenyl]-thiobenzamide), O.NN (hydrazine monohydrate). Run in C(C)O (ethanol). The product is C(C=C)OC1=C(C=C(C(=C1)OCC=C)CC#CC)C(NC1=CC=C(C=C1)N1CCOCC1)=NN (2,4-bis-allyloxy-5-(but-2-ynyl)-N-[4-(morpholin-4-yl)-phenyl]-benzene-carbohydrazonamide). The yield is 122.7%. As a reaction SMILES: [CH2:1]([O:4][C:5]1[CH:26]=[C:25]([O:27][CH2:28][CH:29]=[CH2:30])[C:24]([CH2:31][C:32]#[C:33][CH3:34])=[CH:23][C:6]=1[C:7]([NH:9][C:10]1[CH:15]=[CH:14][C:13](CN2CCOCC2)=[CH:12][CH:11]=1)=S)[CH:2]=[CH2:3].[OH2:35].[NH2:36][NH2:37]>C(O)C>[CH2:1]([O:4][C:5]1[CH:26]=[C:25]([O:27][CH2:28][CH:29]=[CH2:30])[C:24]([CH2:31][C:32]#[C:33][CH3:34])=[CH:23][C:6]=1[C:7](=[N:36][NH2:37])[NH:9][C:10]1[CH:11]=[CH:12][C:13]([N:9]2[CH2:10][CH2:11][O:35][CH2:6][CH2:7]2)=[CH:14][CH:15]=1)[CH:2]=[CH2:3] |f:1.2|. Procedure details: Crude 2,4-bis-allyloxy 5-(but-2-ynyl)-N-[4-(morpholin-4-ylmethyl)-phenyl]-thiobenzamide (F470-IM10: 240 mg, 0.86 mmol) and hydrazine monohydrate (700 mg, 14 mmol) were dissolved in ethanol (6 mL) and the mixture was heated under reflux for 1 hour and then concentrated to obtain the crude title compound (F470-IM11: 243 mg). Reactants: FC=1C=C(C=CC1OC)CCN(C(NC=1SC(=CN1)SC(C(=O)O)(C)C)=O)[C@@H]1CC[C@H](CC1)C (2-{2-[3-[2-(3-fluoro-4-methoxy-phenyl)-ethyl]-3-(trans-4-methyl-cyclohexyl)-ureido]-thiazol-5-ylsulfanyl}-2-methyl-propionic acid), OCCC1=CC(=CC(=C1)F)F (1-(2-hydroxy-ethyl)-3,5-difluoro-benzene), C(C)OC(C(C)(C)SC1=CN=C(S1)N)=O (2-(2-amino-thiazol-5-ylsulfanyl)-2-methyl-propionic acid ethyl ester). Product: FC=1C=C(C=C(C1)F)CCN(C(NC=1SC(=CN1)SC(C(=O)O)(C)C)=O)[C@@H]1CC[C@H](CC1)C (2-{2-[3-[2-(3,5-Difluoro-phenyl)-ethyl]-3-(trans-4-methyl-cyclohexyl)-ureido]-thiazol-5-ylsulfanyl}-2-methyl-propionic acid). As a reaction SMILES: [F:1][C:2]1[CH:3]=[C:4]([CH2:10][CH2:11][N:12]([C@H:28]2[CH2:33][CH2:32][C@H:31]([CH3:34])[CH2:30][CH2:29]2)[C:13](=[O:27])[NH:14][C:15]2[S:16][C:17]([S:20][C:21]([CH3:26])([CH3:25])[C:22]([OH:24])=[O:23])=[CH:18][N:19]=2)[CH:5]=[CH:6][C:7]=1OC.OCCC1C=C([F:44])C=C(F)C=1.C(OC(=O)C(SC1SC(N)=NC=1)(C)C)C>>[F:44][C:6]1[CH:5]=[C:4]([CH2:10][CH2:11][N:12]([C@H:28]2[CH2:29][CH2:30][C@H:31]([CH3:34])[CH2:32][CH2:33]2)[C:13](=[O:27])[NH:14][C:15]2[S:16][C:17]([S:20][C:21]([CH3:26])([CH3:25])[C:22]([OH:24])=[O:23])=[CH:18][N:19]=2)[CH:3]=[C:2]([F:1])[CH:7]=1. Reported procedure: The compound was prepared following an analogous procedure to the one described for the synthesis of 2-{2-[3-[2-(3-fluoro-4-methoxy-phenyl)-ethyl]-3-(trans-4-methyl-cyclohexyl)-ureido]-thiazol-5-ylsulfanyl}-2-methyl-propionic acid using 1-(2-hydroxy-ethyl)-3,5-difluoro-benzene and 2-(2-amino-thiazol-5-ylsulfanyl)-2-methyl-propionic acid ethyl ester. Reactants: CC(C)C[AlH]CC(C)C (DIBAL-H), FC(C1=CC=C(C=C1)C1=NC(=NC=C1)C(=O)OC)(F)F (methyl 4-[4-(trifluoromethyl)phenyl]pyrimidine-2-carboxylate). The solvent is ClCCl (dichloromethane). Yields the product FC(C1=CC=C(C=C1)C1=NC(=NC=C1)C=O)(F)F (4-[4-(trifluoromethyl)phenyl]pyrimidine-2-carbaldehyde). Isolated yield 21.4%. Reaction SMILES: CC(C[AlH]CC(C)C)C.[F:10][C:11]([F:29])([F:28])[C:12]1[CH:17]=[CH:16][C:15]([C:18]2[CH:23]=[CH:22][N:21]=[C:20]([C:24](OC)=[O:25])[N:19]=2)=[CH:14][CH:13]=1>ClCCl>[F:29][C:11]([F:10])([F:28])[C:12]1[CH:13]=[CH:14][C:15]([C:18]2[CH:23]=[CH:22][N:21]=[C:20]([CH:24]=[O:25])[N:19]=2)=[CH:16][CH:17]=1. Procedure details: DIBAL-H (2.3 mL, 2.300 mmol, 1.0 M in toluene) was slowly added to an orange solution of Example 33A (550 mg, 1.949 mmol) in dichloromethane (10 mL) at −75° C. The reaction was warmed to ambient temperature overnight. Quenched with methanol (10 mL), concentrated to an orange residue, and supported on silica gel. Chromatographed on a Grace Reveleris 12 g column, eluted with 0-60% EtOAc in dichloromethane (25 mL/min) to provide the title compound (135 mg, 0.418 mmol, 21.42% yield) as a beige solid... The reactants are CC(C1=CC=CC=C1)=NC1=CC=C(C=C1)CCCCCCCCCCCC (N-(α-methyl benzylidene)-p-dodecyl aniline). The reagents and catalysts are [Pd] (Pd/C). The solvent is C(C)O (ethanol). Product: CC(C1=CC=CC=C1)NC1=CC=C(C=C1)CCCCCCCCCCCC (N-(α-methyl benzyl)-p-dodecyl aniline). As a reaction SMILES: [CH3:1][C:2](=[N:9][C:10]1[CH:15]=[CH:14][C:13]([CH2:16][CH2:17][CH2:18][CH2:19][CH2:20][CH2:21][CH2:22][CH2:23][CH2:24][CH2:25][CH2:26][CH3:27])=[CH:12][CH:11]=1)[C:3]1[CH:8]=[CH:7][CH:6]=[CH:5][CH:4]=1>[Pd].C(O)C>[CH3:1][CH:2]([NH:9][C:10]1[CH:11]=[CH:12][C:13]([CH2:16][CH2:17][CH2:18][CH2:19][CH2:20][CH2:21][CH2:22][CH2:23][CH2:24][CH2:25][CH2:26][CH3:27])=[CH:14][CH:15]=1)[C:3]1[CH:4]=[CH:5][CH:6]=[CH:7][CH:8]=1. Procedure details: N-(α-methyl benzylidene)-p-dodecyl aniline (80 g) prepared by the procedure described in Example IIIA was hydrogenated using 5% Pd/C as the catalyst and 95% ethanol as the solvent to give N-(α-methyl benzyl)-p-dodecyl aniline (VI). VI had a boiling point of 188° C. at 0.03 millimeter. The reactants are COC1=CC=C(C(=O)O)C=C1 (4-methoxybenzoic acid), N,N'-carbonyldiimidazole, NC1=NC2=NC=CC=C2C=C1 (2-amino-1,8-naphthyridine). Solvent: O (water). Run at temperature 4 celsius. Yields the product N1=C(C=CC2=CC=CN=C12)NC(C1=CC=C(C=C1)OC)=O (N-(1,8-naphthyridin-2-yl)-4-methoxybenzamide). The yield is 82.6%. As a reaction SMILES: [CH3:1][O:2][C:3]1[CH:11]=[CH:10][C:6]([C:7]([OH:9])=O)=[CH:5][CH:4]=1.[NH2:12][C:13]1[CH:22]=[CH:21][C:20]2[C:15](=[N:16][CH:17]=[CH:18][CH:19]=2)[N:14]=1>O>[N:14]1[C:15]2[C:20](=[CH:19][CH:18]=[CH:17][N:16]=2)[CH:21]=[CH:22][C:13]=1[NH:12][C:7](=[O:9])[C:6]1[CH:5]=[CH:4][C:3]([O:2][CH3:1])=[CH:11][CH:10]=1. Procedure: The procedure is similar to that described in Example 1, but starting with 4-methoxybenzoic acid (4.55 g), N,N'-carbonyldiimidazole (6.55 g) and 2-amino-1,8-naphthyridine (5.2 g). The product produced by precipitation in water (8.35 g; m.p. 85° C., viscous) is filtered and then dissolved in boiling 1-propanol (50 cc). After 1 hour's cooling at 4° C., the crystallised solid is separated by filtration, washed with 1-propanol (2×5 cc) and dried at 35° C. under reduced pressure (0.067 kPa). N-(1,8-n... Starting materials: Example 1 ( 1)-(4 ), CNN (methylhydrazine), O.NN (hydrazine hydrate), C1C(CC2=CC=CC=C12)OC=1C=C(C=O)C=CC1OC (3-(2-indanyloxy)-4-methoxybenzaldehyde), COC=1C=C(C=O)C=CC1OC (3,4-dimethoxybenzaldehyde). The product is C1C(CC2=CC=CC=C12)OC=1C=C(C=CC1OC)C1=CC(N(N=C1)C)=O (5-(3-(2-indanyloxy)-4-methoxyphenyl)-2-methylpyridazin-3-one). As a reaction SMILES: [CH2:1]1[C:9]2[C:4](=[CH:5][CH:6]=[CH:7][CH:8]=2)[CH2:3][CH:2]1[O:10][C:11]1[CH:12]=[C:13]([CH:16]=[CH:17][C:18]=1[O:19][CH3:20])C=O.C[O:22][C:23]1C=C([CH:28]=[CH:29][C:30]=1OC)C=O.[CH3:33][NH:34][NH2:35].O.NN>>[CH2:1]1[C:9]2[C:4](=[CH:5][CH:6]=[CH:7][CH:8]=2)[CH2:3][CH:2]1[O:10][C:11]1[CH:12]=[C:13]([C:29]2[CH:28]=[N:35][N:34]([CH3:33])[C:23](=[O:22])[CH:30]=2)[CH:16]=[CH:17][C:18]=1[O:19][CH3:20] |f:3.4|. Reported procedure: Using a method similar to Working Example 1 (1)-(4), 3-(2-indanyloxy)-4-methoxybenzaldehyde was substituted for 3,4-dimethoxybenzaldehyde and methylhydrazine for hydrazine hydrate to obtain the title compound. The reactants are N#CCC(=O)Nc1ccccc1, C1CCNCC1, CCO, O=Cc1ccc(O)c2ncccc12. Product: N#CC(=Cc1ccc(O)c2ncccc12)C(=O)Nc1ccccc1. As a reaction SMILES: [C:14](#[N:15])[CH2:16][C:17](=[O:18])[NH:19][c:20]1[cH:21][cH:22][cH:23][cH:24][cH:25]1.[CH2:26]1[CH2:27][CH2:28][NH:29][CH2:30][CH2:31]1.[CH3:32][CH2:33][OH:34].[OH:1][c:2]1[cH:3][cH:4][c:5]([CH:12]=[O:13])[c:6]2[cH:7][cH:8][cH:9][n:10][c:11]12>>[OH:1][c:2]1[cH:3][cH:4][c:5]([CH:12]=[C:16]([C:14]#[N:15])[C:17](=[O:18])[NH:19][c:20]2[cH:21][cH:22][cH:23][cH:24][cH:25]2)[c:6]2[cH:7][cH:8][cH:9][n:10][c:11]12. Reactants: CC(C)(C)c1ccc2c(c1)OCCN(c1cccc(Br)c1C=O)C2=O, CCCCO, Cn1cc(B2OC(C)(C)C(C)(C)O2)cc(Nc2ccc(C(=O)N3CCOCC3)cn2)c1=O, CCOC(C)=O, [K+], [K+], [K+], O, O=P([O-])([O-])[O-]. Yields the product Cn1cc(-c2cccc(N3CCOc4cc(C(C)(C)C)ccc4C3=O)c2C=O)cc(Nc2ccc(C(=O)N3CCOCC3)cn2)c1=O. As a reaction SMILES: [Br:1][c:2]1[c:3]([CH:4]=[O:5])[c:6]([N:10]2[CH2:11][CH2:12][O:13][c:14]3[c:15]([cH:18][cH:19][c:20]([C:22]([CH3:23])([CH3:24])[CH3:25])[cH:21]3)[C:16]2=[O:17])[cH:7][cH:8][cH:9]1.[CH2:66]([OH:67])[CH2:68][CH2:69][CH3:70].[CH3:26][n:27]1[c:28](=[O:57])[c:29]([NH:42][c:43]2[n:44][cH:45][c:46]([C:49](=[O:50])[N:51]3[CH2:52][CH2:53][O:54][CH2:55][CH2:56]3)[cH:47][cH:48]2)[cH:30][c:31]([B:33]2[O:34][C:35]([CH3:36])([CH3:37])[C:38]([CH3:39])([CH3:40])[O:41]2)[cH:32]1.[CH3:71][CH2:72][O:73][C:74](=[O:75])[CH3:76].[K+:63].[K+:64].[K+:65].[OH2:77].[P:58]([O-:59])([O-:60])([O-:61])=[O:62]>>[c:2]1(-[c:31]2[cH:30][c:29]([NH:42][c:43]3[n:44][cH:45][c:46]([C:49](=[O:50])[N:51]4[CH2:52][CH2:53][O:54][CH2:55][CH2:56]4)[cH:47][cH:48]3)[c:28](=[O:57])[n:27]([CH3:26])[cH:32]2)[c:3]([CH:4]=[O:5])[c:6]([N:10]2[CH2:11][CH2:12][O:13][c:14]3[c:15]([cH:18][cH:19][c:20]([C:22]([CH3:23])([CH3:24])[CH3:25])[cH:21]3)[C:16]2=[O:17])[cH:7][cH:8][cH:9]1. Reactants: C(CCCCC)C=1C=C(C=CC1)C1=NC(=C(N1C)C(=O)N1CCC(CC1)N1[C@H](CCC1)CO)I ([2-(3-Hexyl-phenyl)-5-iodo-3-methyl-3H-imidazol-4-yl]-[4-((R)-2-hydroxymethyl-pyrrolidin-1-yl)-piperidin-1-yl]-methanone), N1=CC=C(C=C1)B(O)O (pyridin-4-yl-boronic acid). Yields the product C(CCCCC)C=1C=C(C=CC1)C1=NC(=C(N1C)C(=O)N1CCC(CC1)N1[C@H](CCC1)CO)C1=CC=NC=C1 ([2-(3-Hexyl-phenyl)-3-methyl-5-pyridin-4-yl-3H-imidazol-4-yl]-[4-((R)-2-hydroxymethyl-pyrrolidin-1-yl)-piperidin-1-yl]-methanone). Reaction SMILES: [CH2:1]([C:7]1[CH:8]=[C:9]([C:13]2[N:17]([CH3:18])[C:16]([C:19]([N:21]3[CH2:26][CH2:25][CH:24]([N:27]4[CH2:31][CH2:30][CH2:29][C@@H:28]4[CH2:32][OH:33])[CH2:23][CH2:22]3)=[O:20])=[C:15](I)[N:14]=2)[CH:10]=[CH:11][CH:12]=1)[CH2:2][CH2:3][CH2:4][CH2:5][CH3:6].[N:35]1[CH:40]=[CH:39][C:38](B(O)O)=[CH:37][CH:36]=1>>[CH2:1]([C:7]1[CH:8]=[C:9]([C:13]2[N:17]([CH3:18])[C:16]([C:19]([N:21]3[CH2:26][CH2:25][CH:24]([N:27]4[CH2:31][CH2:30][CH2:29][C@@H:28]4[CH2:32][OH:33])[CH2:23][CH2:22]3)=[O:20])=[C:15]([C:38]3[CH:39]=[CH:40][N:35]=[CH:36][CH:37]=3)[N:14]=2)[CH:10]=[CH:11][CH:12]=1)[CH2:2][CH2:3][CH2:4][CH2:5][CH3:6]. Reported procedure: In analogy to the procedure described for example 7, [2-(3-hexyl-phenyl)-5-iodo-3-methyl-3H-imidazol-4-yl]-[4-((R)-2-hydroxymethyl-pyrrolidin-1-yl)-piperidin-1-yl]-methanone (example 45) was reacted with pyridin-4-yl-boronic acid to give the title compound as light yellow oil. MS: 530.2 (MH+).